From a dataset of the Open Reaction Database (ORD), a public repository of structured organic reaction records. describe an organic reaction: reactants, conditions, products, and yield Starting materials: CC1=C(C=CC=C1)C=1C=NC2=C(C=CC=C2C1C=1C=C(C=CC1)N)C(F)(F)F ({3-[3-(2-methylphenyl)-8-(trifluoromethyl)quinolin-4-yl]phenyl}amine), ClC1=C(C=CC=C1)N=C=O (2-chlorophenyl isocyanate). Yields the product ClC1=C(C=CC=C1)NC(=O)NC1=CC(=CC=C1)C1=C(C=NC2=C(C=CC=C12)C(F)(F)F)C1=C(C=CC=C1)C (N-(2-CHLOROPHENYL)-N′-{3-[3-(2-METHYLPHENYL)-8-(TRIFLUOROMETHYL)QUINOLIN-4-YL]PHENYL}UREA). Reaction SMILES: [CH3:1][C:2]1[CH:7]=[CH:6][CH:5]=[CH:4][C:3]=1[C:8]1[CH:9]=[N:10][C:11]2[C:16]([C:17]=1[C:18]1[CH:19]=[C:20]([NH2:24])[CH:21]=[CH:22][CH:23]=1)=[CH:15][CH:14]=[CH:13][C:12]=2[C:25]([F:28])([F:27])[F:26].[Cl:29][C:30]1[CH:35]=[CH:34][CH:33]=[CH:32][C:31]=1[N:36]=[C:37]=[O:38]>>[Cl:29][C:30]1[CH:35]=[CH:34][CH:33]=[CH:32][C:31]=1[NH:36][C:37]([NH:24][C:20]1[CH:21]=[CH:22][CH:23]=[C:18]([C:17]2[C:16]3[C:11](=[C:12]([C:25]([F:26])([F:28])[F:27])[CH:13]=[CH:14][CH:15]=3)[N:10]=[CH:9][C:8]=2[C:3]2[CH:4]=[CH:5][CH:6]=[CH:7][C:2]=2[CH3:1])[CH:19]=1)=[O:38]. Procedure: The title compound was prepared from {3-[3-(2-methylphenyl)-8-(trifluoromethyl)quinolin-4-yl]phenyl}amine and 2-chlorophenyl isocyanate in substantially the same manner as described in Example 65; off-white solid: mp 224-226° C.; MS (EI) m/z 532 (M+H)+.